Dataset: the Open Reaction Database (ORD), a public repository of structured organic reaction records. Task: describe an organic reaction: reactants, conditions, products, and yield Reactants: N1(CCNCC1)C=1C(N(C=CN1)CCOC1=C(C=C(C(=C1)F)F)F)=O (3-(1-piperazinyl)-1-[2-(2,4,5-trifluorophenoxy)ethyl]-2(1H)-pyrazinone), Cl.N1(CCNCC1)C=1C(N(C=CN1)CCOC1=C(C=C(C(=C1)F)F)F)=O (3-(1-Piperazinyl)-1-[2-(2,4,5-trifluorophenoxy)ethyl]-2(1H)-pyrazinone, Hydrochloride), C1(=CC=CC=C1)OCCBr (2-bromoethyl phenyl ether). The product is Cl.O(C1=CC=CC=C1)CCN1CCN(CC1)C=1C(N(C=CN1)CCOC1=C(C=C(C(=C1)F)F)F)=O (3-[4-(2-Phenoxyethyl)piperazin-1-yl]-1-[2-(2,4,5-trifluorophenoxy)ethyl]pyrazin-2(1H)-one, Hydrochloride). As a reaction SMILES: [N:1]1([C:7]2[C:8](=[O:25])[N:9]([CH2:13][CH2:14][O:15][C:16]3[CH:21]=[C:20]([F:22])[C:19]([F:23])=[CH:18][C:17]=3[F:24])[CH:10]=[CH:11][N:12]=2)[CH2:6][CH2:5][NH:4][CH2:3][CH2:2]1.[ClH:26].N1(C2C(=O)N([CH2:39][CH2:40][O:41][C:42]3[CH:47]=[C:46](F)[C:45](F)=[CH:44][C:43]=3F)C=CN=2)CCNCC1.C1(OCCBr)C=CC=CC=1>>[ClH:26].[O:41]([CH2:40][CH2:39][N:4]1[CH2:5][CH2:6][N:1]([C:7]2[C:8](=[O:25])[N:9]([CH2:13][CH2:14][O:15][C:16]3[CH:21]=[C:20]([F:22])[C:19]([F:23])=[CH:18][C:17]=3[F:24])[CH:10]=[CH:11][N:12]=2)[CH2:2][CH2:3]1)[C:42]1[CH:47]=[CH:46][CH:45]=[CH:44][CH:43]=1 |f:1.2,4.5|. Procedure details: The title compound was prepared according to the procedure of Example 60 starting from 3-(1-piperazinyl)-1-[2-(2,4,5-trifluorophenoxy)ethyl]-2(1H)-pyrazinone (0.35 g, 1.0 mmol; from the free base of Example 3) and 2-bromoethyl phenyl ether (0.22 g, 1.1 mmol). Yield 0.14 g (27%). HPLC purity: 99%. HRMS calc for C24H25F3N4O3 (M)+ 474.1879, found 474.1887. Starting materials: COc1ccc(C(Br)Br)c([N+](=O)[O-])c1, [Na+], O=C([O-])O, O. The product is COc1ccc(C=O)c([N+](=O)[O-])c1. RXN SMILES: [Br:1][CH:2]([c:3]1[c:4]([N+:11](=[O:12])[O-:13])[cH:5][c:6]([O:9][CH3:10])[cH:7][cH:8]1)[Br:14].[Na+:19].[O-:15][C:16]([OH:17])=[O:18].[OH2:20]>>[CH:2]([c:3]1[c:4]([N+:11](=[O:12])[O-:13])[cH:5][c:6]([O:9][CH3:10])[cH:7][cH:8]1)=[O:15]. Starting materials: C(N)(=O)C=1C(=NN(C1)C1(CCN(CC1)C(=O)OC(C)(C)C)CC#N)NC=1C=NC=C(C1)F (tert-Butyl 4-(4-carbamoyl-3-(5-fluoropyridin-3-ylamino)-1H-pyrazol-1-yl)-4-(cyanomethyl)piperidine-1-carboxylate), Cl (HCl). Run in O1CCOCC1 (1,4-dioxane). The product is [Cl-].C(N)(=O)C=1C(=NN(C1)C1(CC[NH2+]CC1)CC#N)NC=1C=NC=C(C1)F (4-{4-Carbamoyl-3-[(5-fluoropyridin-3-yl)amino]-1H-pyrazol-1-yl}-4-(cyanomethyl)piperidinium chloride), Intermediate #39. RXN SMILES: [C:1]([C:4]1[C:5]([NH:25][C:26]2[CH:27]=[N:28][CH:29]=[C:30]([F:32])[CH:31]=2)=[N:6][N:7]([C:9]2([CH2:22][C:23]#[N:24])[CH2:14][CH2:13][N:12](C(OC(C)(C)C)=O)[CH2:11][CH2:10]2)[CH:8]=1)(=[O:3])[NH2:2].[ClH:33]>O1CCOCC1>[Cl-:33].[C:1]([C:4]1[C:5]([NH:25][C:26]2[CH:27]=[N:28][CH:29]=[C:30]([F:32])[CH:31]=2)=[N:6][N:7]([C:9]2([CH2:22][C:23]#[N:24])[CH2:10][CH2:11][NH2+:12][CH2:13][CH2:14]2)[CH:8]=1)(=[O:3])[NH2:2] |f:3.4|. Procedure details: tert-Butyl 4-(4-carbamoyl-3-(5-fluoropyridin-3-ylamino)-1H-pyrazol-1-yl)-4-(cyanomethyl)piperidine-1-carboxylate (Example 13-14) (305 mg, 0.688 mmol) was dissolved in 4 M HCl in 1,4-dioxane (7 mL). The resulting solution was maintained at ambient temperature for 2 hours. The mixture was then concentrated in vacuo to afford the title compound, Intermediate #39. Reactants: BrC1=CC=C(C=C1)S(=O)(=O)N1CCC(CC1)C (1-(4-bromo-benzene-sulfonyl)-4-methyl-piperidine), bis-(pinacolato)-diboron, C(C)(=O)[O-].[K+] (potassium acetate), COC1=CC(=NC=C1)CCC1=NC=2C(=NC=C(C2)I)N1 (2-[2-(4-methoxypyridin-2-yl)ethyl]-6iodo-3H-imidazo[4,5-b]pyridine), COC1=CC(=NC=C1)CCC1=NC=2C(=NC=C(C2)I)N1 (2-[2-(4-methoxypyridin-2-yl)ethyl]-6iodo-3H-imidazo[4,5-b]pyridine), C([O-])([O-])=O.[K+].[K+] (potassium carbonate), [Cl-].[Li+] (lithium chloride). The reagents and catalysts are C1(=CC=CC=C1)P([C-]1C=CC=C1)C1=CC=CC=C1.[C-]1(C=CC=C1)P(C1=CC=CC=C1)C1=CC=CC=C1.[Fe+2] (1,1′-bis-(diphenylphosphino)-ferrocene), C1=CC=C(C=C1)P([C-]2C=CC=C2)C3=CC=CC=C3.C1=CC=C(C=C1)P([C-]2C=CC=C2)C3=CC=CC=C3.Cl[Pd]Cl.[Fe+2] ([1,1′-bis(diphenylphosphino)ferrocene]palladium-dichloride), [Pd].C1(=CC=CC=C1)P(C1=CC=CC=C1)C1=CC=CC=C1.C1(=CC=CC=C1)P(C1=CC=CC=C1)C1=CC=CC=C1.C1(=CC=CC=C1)P(C1=CC=CC=C1)C1=CC=CC=C1.C1(=CC=CC=C1)P(C1=CC=CC=C1)C1=CC=CC=C1 (tetrakis(triphenylphosphine)-palladium(0)). Run in O (water), O1CCOCC1 (dioxane), O (water), O1CCOCC1 (dioxane). Run at temperature 85 celsius. Yields the product COC1=CC(=NC=C1)CCC1=NC=2C(=NC=C(C2)C2=CC=C(C=C2)S(=O)(=O)N2CCC(CC2)C)N1 (2-[2-(4-Methoxypyridin-2-yl)ethyl]-6-[4-(4-methyl-piperidin-1-yl-sulfonyl)-phenyl]-3H-imidazo[4,5-b]pyridine). The yield is 41.8%. Reaction SMILES: Br[C:2]1[CH:7]=[CH:6][C:5]([S:8]([N:11]2[CH2:16][CH2:15][CH:14]([CH3:17])[CH2:13][CH2:12]2)(=[O:10])=[O:9])=[CH:4][CH:3]=1.C([O-])(=O)C.[K+].[CH3:23][O:24][C:25]1[CH:30]=[CH:29][N:28]=[C:27]([CH2:31][CH2:32][C:33]2[NH:42][C:36]3=[N:37][CH:38]=[C:39](I)[CH:40]=[C:35]3[N:34]=2)[CH:26]=1.C(=O)([O-])[O-].[K+].[K+].[Cl-].[Li+]>O1CCOCC1.O.C1(P(C2C=CC=CC=2)[C-]2C=CC=C2)C=CC=CC=1.[C-]1(P(C2C=CC=CC=2)C2C=CC=CC=2)C=CC=C1.[Fe+2].C1C=CC(P(C2C=CC=CC=2)[C-]2C=CC=C2)=CC=1.C1C=CC(P(C2C=CC=CC=2)[C-]2C=CC=C2)=CC=1.Cl[Pd]Cl.[Fe+2].[Pd].C1(P(C2C=CC=CC=2)C2C=CC=CC=2)C=CC=CC=1.C1(P(C2C=CC=CC=2)C2C=CC=CC=2)C=CC=CC=1.C1(P(C2C=CC=CC=2)C2C=CC=CC=2)C=CC=CC=1.C1(P(C2C=CC=CC=2)C2C=CC=CC=2)C=CC=CC=1>[CH3:23][O:24][C:25]1[CH:30]=[CH:29][N:28]=[C:27]([CH2:31][CH2:32][C:33]2[NH:42][C:36]3=[N:37][CH:38]=[C:39]([C:2]4[CH:7]=[CH:6][C:5]([S:8]([N:11]5[CH2:16][CH2:15][CH:14]([CH3:17])[CH2:13][CH2:12]5)(=[O:10])=[O:9])=[CH:4][CH:3]=4)[CH:40]=[C:35]3[N:34]=2)[CH:26]=1 |f:1.2,4.5.6,7.8,11.12.13,14.15.16.17,18.19.20.21.22|. Reported procedure: A mixture of 0.477 g of 1-(4-bromo-benzene-sulfonyl)-4-methyl-piperidine, 0.42 g of bis-(pinacolato)-diboron, 0.025 g of 1,1′-bis-(diphenylphosphino)-ferrocene, 0.033 g of [1,1′-bis(diphenylphosphino)ferrocene]palladium-dichloride (complex with CH2Cl2), 0.442 g of potassium acetate in 6 ml of degassed dioxane are heated to 85° C. in a sealed tube under N2 for 6 hours. To the resulting mixture 5 ml of degassed dioxane, 0.342 g of 2-[2-(4-methoxypyridin-2-yl)ethyl]-6-iodo-3H-imidazo[4,5-b]pyridine...